Dataset: the Open Reaction Database (ORD), a public repository of structured organic reaction records. Task: describe an organic reaction: reactants, conditions, products, and yield The reactants are C=CCn1c(=O)n(C2OC(CO)C(O)C2O)c2nc(N)[nH]c(=O)c21, CCO, [H][H]. Product: CCCn1c(=O)n(C2OC(CO)C(O)C2O)c2nc(N)[nH]c(=O)c21. As a reaction SMILES: [CH2:1]([CH:2]=[CH2:3])[n:4]1[c:5](=[O:24])[n:6]([CH:7]2[CH:8]([OH:9])[CH:10]([OH:11])[CH:12]([CH2:13][OH:14])[O:15]2)[c:16]2[n:17][c:18]([NH2:23])[nH:19][c:20](=[O:22])[c:21]12.[CH3:27][CH2:28][OH:29].[H:25][H:26]>>[CH2:1]([CH2:2][CH3:3])[n:4]1[c:5](=[O:24])[n:6]([CH:7]2[CH:8]([OH:9])[CH:10]([OH:11])[CH:12]([CH2:13][OH:14])[O:15]2)[c:16]2[n:17][c:18]([NH2:23])[nH:19][c:20](=[O:22])[c:21]12. Reactants: C(C)(C)(C)OC(NC1=NC(=CC=C1)CO)=O ((6-hydroxymethyl-pyridin-2-yl)-carbamic acid tert-butyl ester), C(C)N(CC)S(F)(F)F ((diethylamino)sulfur trifluoride). Run in ClCCl (dichloromethane). Run at time 30 minute. The product is C(C)(C)(C)OC(NC1=NC(=CC=C1)CF)=O ((6-fluoromethyl-pyridin-2-yl)-carbamic acid tert-butyl ester). The yield is 49.1%. Reaction SMILES: [C:1]([O:5][C:6](=[O:16])[NH:7][C:8]1[CH:13]=[CH:12][CH:11]=[C:10]([CH2:14]O)[N:9]=1)([CH3:4])([CH3:3])[CH3:2].C(N(S(F)(F)[F:23])CC)C>ClCCl>[C:1]([O:5][C:6](=[O:16])[NH:7][C:8]1[CH:13]=[CH:12][CH:11]=[C:10]([CH2:14][F:23])[N:9]=1)([CH3:4])([CH3:3])[CH3:2]. Reported procedure: A solution of (6-hydroxymethyl-pyridin-2-yl)-carbamic acid tert-butyl ester (prepared as illustrated in example 135) (0.20 g, 0.90 mmol) in dichloromethane (20.00 ml) was cooled under argon to 0° C. and (diethylamino)sulfur trifluoride (DAST) (0.20 g, 1.25 mmol) was added dropwise. The resulting solution was stirred at room temperature for 30 min, then quenched by pouring the reaction mixture onto saturated sodium bicarbonate. The organic phase was separated, dried over sodium sulphate and evapo... The reactants are [OH-].[Na+] (sodium hydroxide), C(C)=O (Acetaldehyde), C(#N)[BH3-].[Na+] (sodium cyanoborohydride), NC1=CC(=C(C(=O)NCC2CCN(CC2)CCCCCN)C=C1Cl)OC (4-amino-N-(1-(5-aminopentyl)piperidin-4-ylmethyl)-5-chloro-2-methoxybenzamide), CO (methanol). Reaction conditions: time 1 hour. Yields the product NC1=CC(=C(C(=O)NCC2CCN(CC2)CCCCCN(CC)CC)C=C1Cl)OC (4-amino-5-chloro-N-((1-(5-diethylaminopentyl)piperidin-4-yl)methyl)-2-methoxybenzamide). RXN SMILES: [CH:1](=O)[CH3:2].[C:4]([BH3-])#[N:5].[Na+].[NH2:8][C:9]1[C:30]([Cl:31])=[CH:29][C:12]([C:13]([NH:15][CH2:16][CH:17]2[CH2:22][CH2:21][N:20]([CH2:23][CH2:24][CH2:25][CH2:26][CH2:27]N)[CH2:19][CH2:18]2)=[O:14])=[C:11]([O:32][CH3:33])[CH:10]=1.[OH-].[Na+].[CH3:36]O>>[NH2:8][C:9]1[C:30]([Cl:31])=[CH:29][C:12]([C:13]([NH:15][CH2:16][CH:17]2[CH2:22][CH2:21][N:20]([CH2:23][CH2:24][CH2:25][CH2:26][CH2:27][N:5]([CH2:4][CH3:36])[CH2:1][CH3:2])[CH2:19][CH2:18]2)=[O:14])=[C:11]([O:32][CH3:33])[CH:10]=1 |f:1.2,4.5|. Procedure: Acetaldehyde (0.32 ml) and sodium cyanoborohydride (0.36 g) were added to a solution of 4-amino-N-(1-(5-aminopentyl)piperidin-4-ylmethyl)-5-chloro-2-methoxybenzamide (1.0 g) in methanol (20 ml), and the mixture was stirred at room temperature for 1 hr. A 10% aqueous sodium hydroxide solution was added to the reaction mixture, and the mixture was extracted with chloroform. The organic layer was washed with saturated brine, dried and the solvent was evaporated under reduced pressure. The obtained ... Reactants: NC1=NC=CC=C1 (aminopyridine), ClCC(=O)NC(=O)NCC (N-(chloroacetyl)-N′-ethylurea), N1=C(C=CC=C1C)C (2,6-lutidine). The solvent is CN1C(N(CC1)C)=O (1,3-dimethyl-2-imidazolidinone), CCOC(=O)C (EtOAc). Product: C(C)NC(=O)NC=1N=C2N(C=CC(=C2)C=2C=NC=CC2)C1 (1-Ethyl-3-(7-pyridin-3-yl-imidazo[1,2-a]pyridin-2-yl)-urea). Isolated yield 0.1%. Reaction SMILES: [NH2:1][C:2]1[CH:7]=[CH:6][CH:5]=[CH:4][N:3]=1.Cl[CH2:9][C:10]([NH:12][C:13]([NH:15][CH2:16][CH3:17])=[O:14])=O.[N:18]1[C:23](C)=[CH:22][CH:21]=[CH:20][C:19]=1C>CN1CCN(C)C1=O.CCOC(C)=O>[CH2:10]([NH:12][C:13]([NH:15][C:16]1[N:1]=[C:2]2[CH:7]=[C:6]([C:20]3[CH:19]=[N:18][CH:23]=[CH:22][CH:21]=3)[CH:5]=[CH:4][N:3]2[CH:17]=1)=[O:14])[CH3:9]. Reported procedure: A solution of aminopyridine (3) (0.73 g, 4.26 mmol), N-(chloroacetyl)-N′-ethylurea (0.84 g, 5.10 mmol) and 2,6-lutidine (0.59 mL, 5.10 mmol) in 1,3-dimethyl-2-imidazolidinone (7 mL) was warmed under nitrogen at 110° C. for 5 hours. The mixture was diluted with EtOAc and washed with water (6×), then adsorbed onto silica by removal of solvent in vacuo. Silica gel chromatography (EtOAc gradient to MeOH/EtOAc (2:23)) provided the product (0.76 mg, 6%) as a solid, mp 290-294° C. (decomposed).